From a dataset of the Open Reaction Database (ORD), a public repository of structured organic reaction records. describe an organic reaction: reactants, conditions, products, and yield Reactants: CCO, ClCc1ccccc1, [I-], [K+], [K+], [Na+], O=C([O-])[O-], O, COc1ccc(C=O)cc1O. Yields the product COc1ccc(C=O)cc1OCc1ccccc1. RXN SMILES: [CH3:29][CH2:30][OH:31].[Cl:18][CH2:19][c:20]1[cH:21][cH:22][cH:23][cH:24][cH:25]1.[I-:26].[K+:12].[K+:13].[Na+:27].[O-:14][C:15]([O-:16])=[O:17].[OH2:28].[OH:1][c:2]1[cH:3][c:4]([CH:5]=[O:6])[cH:7][cH:8][c:9]1[O:10][CH3:11]>>[O:1]([c:2]1[cH:3][c:4]([CH:5]=[O:6])[cH:7][cH:8][c:9]1[O:10][CH3:11])[CH2:19][c:20]1[cH:21][cH:22][cH:23][cH:24][cH:25]1. The reactants are FC1(CCC(CC1)C1=CC=C(COC2=C(C=CC=C2)C2=CC=CC(=N2)N2N=CC(=C2C(F)(F)F)C(=O)OCC)C=C1)F (Ethyl 1-[6-(2-{[4-(4,4-difluorocyclohexyl)benzyl]oxy}phenyl)pyridin-2-yl]-5-(trifluoromethyl)-1H-pyrazole-4-carboxylate), [OH-].[Li+] (lithium hydroxide), O1CCOCC1 (1,4-dioxane), Cl (hydrochloric acid), O1CCOCC1 (1,4-dioxane). Run at temperature 50 celsius, time 30 minute. The product is C(=O)(C(F)(F)F)O (TFA), FC1(CCC(CC1)C1=CC=C(COC2=C(C=CC=C2)C2=CC=CC(=N2)N2N=CC(=C2C(F)(F)F)C(=O)O)C=C1)F (1-[6-(2-{[4-(4,4-Difluorocyclohexyl)benzyl]oxy}phenyl)pyridin-2-yl]-5-(trifluoromethyl)-1H-pyrazole-4-carboxylic acid). As a reaction SMILES: [F:1][C:2]1([F:42])[CH2:7][CH2:6][CH:5]([C:8]2[CH:41]=[CH:40][C:11]([CH2:12][O:13][C:14]3[CH:19]=[CH:18][CH:17]=[CH:16][C:15]=3[C:20]3[N:25]=[C:24]([N:26]4[C:30]([C:31]([F:34])([F:33])[F:32])=[C:29]([C:35]([O:37]CC)=[O:36])[CH:28]=[N:27]4)[CH:23]=[CH:22][CH:21]=3)=[CH:10][CH:9]=2)[CH2:4][CH2:3]1.[OH-:43].[Li+].Cl.[O:46]1CCOCC1>>[C:30]([OH:46])([C:31]([F:34])([F:33])[F:32])=[O:43].[F:42][C:2]1([F:1])[CH2:7][CH2:6][CH:5]([C:8]2[CH:41]=[CH:40][C:11]([CH2:12][O:13][C:14]3[CH:19]=[CH:18][CH:17]=[CH:16][C:15]=3[C:20]3[N:25]=[C:24]([N:26]4[C:30]([C:31]([F:33])([F:34])[F:32])=[C:29]([C:35]([OH:37])=[O:36])[CH:28]=[N:27]4)[CH:23]=[CH:22][CH:21]=3)=[CH:10][CH:9]=2)[CH2:4][CH2:3]1 |f:1.2|. Procedure: To a solution of the title compound from Example 11 Step A (20.0 mg, 0.034 mmol) in 1,4-dioxane (1 mL) was added lithium hydroxide (0.500 mL, 2.0 M in water, 1.00 mmol), and the resulting mixture was stirred at 50° C. After 30 min, the reaction mixture was rendered acidic by addition of aqueous hydrochloric acid, then was diluted with 1,4-dioxane and passed through a 0.45 micron syringe filter. Purification by reverse phase HPLC (50 to 100% acetonitrile in water, each with 0.1% v/v TFA) provided... The reactants are NC1=C(C=C(C(=O)OC)C=C1)NC(C1=CC=C(C=C1)OC)=O (Methyl 4-amino-3-(4-methoxybenzamido)benzoate), [OH-].[Na+] (NaOH), C1CCOC1 (THF), Cl (HCl). Solvent: CO (MeOH). Product: NC1=C(C=C(C(=O)O)C=C1)NC(C1=CC=C(C=C1)OC)=O (4-Amino-3-(4-methoxybenzamido)benzoic acid). Isolated yield 97.2%. RXN SMILES: [NH2:1][C:2]1[CH:11]=[CH:10][C:5]([C:6]([O:8]C)=[O:7])=[CH:4][C:3]=1[NH:12][C:13](=[O:22])[C:14]1[CH:19]=[CH:18][C:17]([O:20][CH3:21])=[CH:16][CH:15]=1.[OH-].[Na+].C1COCC1.Cl>CO>[NH2:1][C:2]1[CH:11]=[CH:10][C:5]([C:6]([OH:8])=[O:7])=[CH:4][C:3]=1[NH:12][C:13](=[O:22])[C:14]1[CH:19]=[CH:18][C:17]([O:20][CH3:21])=[CH:16][CH:15]=1 |f:1.2|. Reported procedure: A suspension of 107 (400 mg, 1.33 mmol) and 1M NaOH (2.7 ml, 2.66 mmol) in 1:1 THF:MeOH (6 ml) was heated at 50° C. for 16 h. HCl 1M was added to reach pH=4 and the solid was filtered to give 370 mg (97%) of compound 108 as a white solid. 1H NMR: (DMSO) δ (ppm): 9.52 (s, 1H), 7.96 (d, J=8.8 Hz, 2H), 7.71 (d, J=2.0 Hz, 1H), 7.54 (dd, J=8.4, 2.0 Hz, 1H), 7.02 (d, J=9.0 Hz, 2H), 6.74 (d, J=8.4 Hz, 1H), 5.69 (s, 2H), 3.83 (s, 3H). MS: (calc.) 361.1; (obt.) 362.3 (MH)+. The reactants are C1CCOC1, O=C1c2ccccc2C(=O)N1O, c1ccc(P(c2ccccc2)c2ccccc2)cc1, OCc1cccs1. Reaction SMILES: [CH2:39]1[O:40][CH2:41][CH2:42][CH2:43]1.[OH:27][N:28]1[C:29](=[O:38])[c:30]2[c:31]([cH:34][cH:35][cH:36][cH:37]2)[C:32]1=[O:33].[c:8]1([P:9]([c:10]2[cH:11][cH:12][cH:13][cH:14][cH:15]2)[c:16]2[cH:17][cH:18][cH:19][cH:20][cH:21]2)[cH:22][cH:23][cH:24][cH:25][cH:26]1.[s:1]1[c:2]([CH2:6][OH:7])[cH:3][cH:4][cH:5]1>>[s:1]1[c:2]([CH2:6][O:7][N:28]2[C:29](=[O:38])[c:30]3[c:31]([cH:34][cH:35][cH:36][cH:37]3)[C:32]2=[O:33])[cH:3][cH:4][cH:5]1. Yields the product O=C1c2ccccc2C(=O)N1OCc1cccs1.